From a dataset of the Open Reaction Database (ORD), a public repository of structured organic reaction records. describe an organic reaction: reactants, conditions, products, and yield Reactants: C1CCOC1, C[Si](C)(C)[N-][Si](C)(C)C, COc1ccc(CNc2nccs2)c(OC)c1, O=C(O)c1ccc(S(=O)(=O)Cl)cc1, [Li+]. Product: COc1ccc(CN(c2nccs2)S(=O)(=O)c2ccc(C(=O)O)cc2)c(OC)c1. RXN SMILES: [CH2:41]1[O:42][CH2:43][CH2:44][CH2:45]1.[CH3:18][Si:19]([CH3:20])([CH3:21])[N-:22][Si:23]([CH3:24])([CH3:25])[CH3:26].[CH3:1][O:2][c:3]1[c:4]([CH2:5][NH:6][c:7]2[s:8][cH:9][cH:10][n:11]2)[cH:12][cH:13][c:14]([O:16][CH3:17])[cH:15]1.[Cl:28][S:29](=[O:30])(=[O:31])[c:32]1[cH:33][cH:34][c:35]([C:36](=[O:37])[OH:38])[cH:39][cH:40]1.[Li+:27]>>[CH3:1][O:2][c:3]1[c:4]([CH2:5][N:6]([c:7]2[s:8][cH:9][cH:10][n:11]2)[S:29](=[O:30])(=[O:31])[c:32]2[cH:33][cH:34][c:35]([C:36](=[O:37])[OH:38])[cH:39][cH:40]2)[cH:12][cH:13][c:14]([O:16][CH3:17])[cH:15]1. Starting materials: ClC=1C(=CC2=C(NC(CC(=N2)C2=CC(=CC=C2)N2N=NC=C2CO)=O)C1)N(C)C(C)C (8-chloro-4-[3-(5-hydroxymethyl-[1,2,3]triazol-1-yl)-phenyl]-7-(isopropyl-methyl-amino)-1,3-dihydro-benzo[b][1,4]diazepin-2- one), S(=O)(Cl)Cl (thionylchloride), [Cl-] (chloride), N1CCCC1 (pyrrolidine). The solvent is ClCCl (dichloromethane), CN(C)C=O (DMF). Product: ClC=1C(=CC2=C(NC(CC(=N2)C2=CC(=CC=C2)N2N=NC=C2CN2CCCC2)=O)C1)N(C)C(C)C (8-Chloro-7-(isopropyl-methyl-amino)-4-[3-(5-pyrrolidin-1-ylmethyl-[1,2,3]triazol-1-yl)-phenyl]-1,3-dihydro-benzo[b][1,4]diazepin-2-one), solid. Isolated yield 64.0%. RXN SMILES: [Cl:1][C:2]1[C:3]([N:27]([CH:29]([CH3:31])[CH3:30])[CH3:28])=[CH:4][C:5]2[N:11]=[C:10]([C:12]3[CH:17]=[CH:16][CH:15]=[C:14]([N:18]4[C:22]([CH2:23]O)=[CH:21][N:20]=[N:19]4)[CH:13]=3)[CH2:9][C:8](=[O:25])[NH:7][C:6]=2[CH:26]=1.S(Cl)(Cl)=O.[Cl-].[NH:37]1[CH2:41][CH2:40][CH2:39][CH2:38]1>ClCCl.CN(C=O)C>[Cl:1][C:2]1[C:3]([N:27]([CH:29]([CH3:30])[CH3:31])[CH3:28])=[CH:4][C:5]2[N:11]=[C:10]([C:12]3[CH:17]=[CH:16][CH:15]=[C:14]([N:18]4[C:22]([CH2:23][N:37]5[CH2:41][CH2:40][CH2:39][CH2:38]5)=[CH:21][N:20]=[N:19]4)[CH:13]=3)[CH2:9][C:8](=[O:25])[NH:7][C:6]=2[CH:26]=1. Procedure details: The title compound was prepared from 8-chloro-4-[3-(5-hydroxymethyl-[1,2,3]triazol-1-yl)-phenyl]-7-(isopropyl-methyl-amino)-1,3-dihydro-benzo[b][1,4]diazepin-2- one (Example 96) (219 mg, 0.50 mmol) by reaction with thionylchloride in dichloromethane and subsequent treatment of the corresponding chloride with pyrrolidine in DMF according to the method described in Example 45. Obtained as a light yellow solid (157 mg, 64%). Isolated yield 54.7%. As a reaction SMILES: [Cl:1][C:2]1[CH:7]=[CH:6][C:5]([CH2:8][NH:9][C:10]2[CH:11]=[N:12][CH:13]=[CH:14][CH:15]=2)=[CH:4][CH:3]=1.[H-].[K+].Br[CH2:19][CH:20]=[CH:21][CH3:22]>O1CCCC1>[CH2:19]([N:9]([C:10]1[CH:11]=[N:12][CH:13]=[CH:14][CH:15]=1)[CH2:8][C:5]1[CH:6]=[CH:7][C:2]([Cl:1])=[CH:3][CH:4]=1)[CH:20]=[CH:21][CH3:22] |f:1.2|. Solvent: O1CCCC1 (tetrahydrofuran), O1CCCC1 (tetrahydrofuran). Starting materials: BrCC=CC (1-bromo-2-butene), ClC1=CC=C(C=C1)CNC=1C=NC=CC1 (N-[(4-chlorophenyl)methyl]-(3-pyridyl)amine), suspension, [H-].[K+] (potassium hydride). Reported procedure: A solution of 4.4 g of N-[(4-chlorophenyl)methyl]-(3-pyridyl)amine dissolved in 50 ml of tetrahydrofuran was added to a suspension of 4 g of a 24.6% suspension of potassium hydride in oil in tetrahydrofuran. The mixture was allowed to stir at room temperature for approximately 30 minutes whereupon 4 g of 1-bromo-2-butene was added dropwise to the reaction mixture. The mixture was allowed to stir at room temperature overnight at which time the solution was evaporated to dryness. The residue was d... The product is C(C=CC)N(CC1=CC=C(C=C1)Cl)C=1C=NC=CC1 (N-(2-butenyl)-N-[(4-chlorophenyl)methyl]-(3-pyridyl)amine). Conditions: time 8 hour. Starting materials: O=C([O-])O, COC1CCC(OC)O1, CN([SiH](C)C)[Si](C)(C)C, CCOC(C)=O, C[Si](C)(C)Cl, CC(Cl)Cl, [NH4+], [NH4+], [Na+], O=S(=O)([O-])[O-], Cl[Sn](Cl)(Cl)Cl, Cc1c[nH]c(=O)[nH]c1=O. Yields the product COC1CCC(n2cc(C)c(=O)[nH]c2=O)O1. As a reaction SMILES: [C:36](=[O:37])([OH:38])[O-:39].[CH3:22][O:23][CH:24]1[O:25][CH:26]([O:29][CH3:30])[CH2:27][CH2:28]1.[CH3:41][SiH:42]([CH3:43])[N:44]([CH3:45])[Si:46]([CH3:47])([CH3:48])[CH3:49].[CH3:54][CH2:55][O:56][C:57](=[O:58])[CH3:59].[Cl:17][Si:18]([CH3:19])([CH3:20])[CH3:21].[Cl:50][CH:51]([Cl:52])[CH3:53].[NH4+:10].[NH4+:11].[Na+:40].[O-:12][S:13](=[O:14])(=[O:15])[O-:16].[Sn:31]([Cl:32])([Cl:33])([Cl:34])[Cl:35].[nH:1]1[c:2](=[O:3])[nH:4][c:5](=[O:6])[c:7]([CH3:8])[cH:9]1>>[n:1]1([CH:26]2[O:25][CH:24]([O:23][CH3:22])[CH2:28][CH2:27]2)[c:2](=[O:3])[nH:4][c:5](=[O:6])[c:7]([CH3:8])[cH:9]1.